From a dataset of the Open Reaction Database (ORD), a public repository of structured organic reaction records. describe an organic reaction: reactants, conditions, products, and yield Reactants: CN1[C@H](C(=O)OCC)CCC1=O (Ethyl 1-methyl-5-oxoprolinate), [OH-].[Na+] (sodium hydroxide). The solvent is C(C)O (ethanol). Reaction conditions: temperature 0 celsius, time 4 hour. Product: CN1[C@H](C(=O)O)CCC1=O (1-methyl-5-oxoproline). As a reaction SMILES: [CH3:1][N:2]1[C:11](=[O:12])[CH2:10][CH2:9][C@H:3]1[C:4]([O:6]CC)=[O:5].[OH-].[Na+]>C(O)C>[CH3:1][N:2]1[C:11](=[O:12])[CH2:10][CH2:9][C@H:3]1[C:4]([OH:6])=[O:5] |f:1.2|. Reported procedure: Ethyl 1-methyl-5-oxoprolinate (0.27 g, 1.58 mmol) was dissolved in ethanol (5 ml) and cooled to 0° C. in an ice bath. To this was added 2M aqueous sodium hydroxide solution (3 ml) and the mixture was stirred for ˜4 hours at 0° C. The ethanol was evaporated under vacuum and the aqueous residue was acidified with 2N aqueous hydrogen chloride to pH1. The volume of the aqueous phase was reduced to ˜3 ml under vacuum and then extracted with a 3:1 mixture of chloroform and isopropanol using a phase se... Reactants: CC1=CC(=C(C(N1CC(=O)OC)=O)[N+](=O)[O-])OS(=O)(=O)C(F)(F)F (methyl 6-methyl-3-nitro-2-oxo-4-[[(trifluoromethyl)sulphonyl]oxy]-1,2-dihydropyridine-1-acetate), FC(C1=CC=C(C=C1)CBr)(F)F ([4-(trifluoromethyl)-phenyl]methyl bromide). Yields the product CC1=CC(=C(C(N1CC(=O)OC)=O)[N+](=O)[O-])CC1=CC=C(C=C1)C(F)(F)F (Methyl 6-methyl-3-nitro-2-oxo-4-[[4-(trifluoromethyl)phenyl]methyl]-1,2-dihydropyridine-1-acetate). Reaction SMILES: [CH3:1][C:2]1[N:7]([CH2:8][C:9]([O:11][CH3:12])=[O:10])[C:6](=[O:13])[C:5]([N+:14]([O-:16])=[O:15])=[C:4](OS(C(F)(F)F)(=O)=O)[CH:3]=1.[F:25][C:26]([F:36])([F:35])[C:27]1[CH:32]=[CH:31][C:30]([CH2:33]Br)=[CH:29][CH:28]=1>>[CH3:1][C:2]1[N:7]([CH2:8][C:9]([O:11][CH3:12])=[O:10])[C:6](=[O:13])[C:5]([N+:14]([O-:16])=[O:15])=[C:4]([CH2:33][C:30]2[CH:29]=[CH:28][C:27]([C:26]([F:25])([F:35])[F:36])=[CH:32][CH:31]=2)[CH:3]=1. Reported procedure: This compound is prepared from 5.58 g (14.9 mmol) of methyl 6-methyl-3-nitro-2-oxo-4-[[(trifluoromethyl)sulphonyl]oxy]-1,2-dihydropyridine-1-acetate and 5 g (20.9 mmol) of [4-(trifluoromethyl)-phenyl]methyl bromide according to the method described in Example 1.5. Reactants: B, B, COC(C)(C)OC, Cc1ccccc1, CCOC(C)=O, CCCCCC, Nc1cc(Cl)ccc1[N+](=O)[O-], O=C(O)C(F)(F)F, c1ccncc1, c1ccncc1. The product is CC(C)Nc1cc(Cl)ccc1[N+](=O)[O-]. Reaction SMILES: [B:32].[BH3:33].[CH3:12][O:13][C:14]([CH3:15])([CH3:16])[O:17][CH3:18].[CH3:34][c:35]1[cH:36][cH:37][cH:38][cH:39][cH:40]1.[CH3:47][CH2:48][O:49][C:50]([CH3:51])=[O:52].[CH3:53][CH2:54][CH2:55][CH2:56][CH2:57][CH3:58].[Cl:1][c:2]1[cH:3][cH:4][c:5]([N+:9](=[O:10])[O-:11])[c:6]([NH2:7])[cH:8]1.[OH:19][C:20]([C:21]([F:22])([F:23])[F:24])=[O:25].[cH:41]1[cH:42][cH:43][n:44][cH:45][cH:46]1.[n:26]1[cH:27][cH:28][cH:29][cH:30][cH:31]1>>[Cl:1][c:2]1[cH:3][cH:4][c:5]([N+:9](=[O:10])[O-:11])[c:6]([NH:7][CH:14]([CH3:15])[CH3:16])[cH:8]1. The reactants are Cl[Cu], Cl, O=N[O-], CCOC(=O)c1cnn(-c2ccc(F)cc2)c1N, [Na+]. Yields the product CCOC(=O)c1cnn(-c2ccc(F)cc2)c1Cl. RXN SMILES: [Cl:24][Cu:25].[ClH:23].[N:19]([O-:20])=[O:21].[NH2:1][c:2]1[c:3]([C:14](=[O:15])[O:16][CH2:17][CH3:18])[cH:4][n:5][n:6]1-[c:7]1[cH:8][cH:9][c:10]([F:13])[cH:11][cH:12]1.[Na+:22]>>[c:2]1([Cl:23])[c:3]([C:14](=[O:15])[O:16][CH2:17][CH3:18])[cH:4][n:5][n:6]1-[c:7]1[cH:8][cH:9][c:10]([F:13])[cH:11][cH:12]1.